From a dataset of the Open Reaction Database (ORD), a public repository of structured organic reaction records. describe an organic reaction: reactants, conditions, products, and yield Starting materials: C(C)(C)[N-]C(C)C.[Li+] (lithium diisopropylamide), CC1(OC[C@@H]2N1C(CC2)=O)C ((R)-3,3-dimethyltetrahydropyrrolo[1,2-c]oxazol-5(3H)-one), C(C)(C)[N-]C(C)C.[Li+] (lithium diisopropylamide), C(C=C)Br (allyl bromide), C(C=C)Br (allyl bromide). Run in C1CCOC1 (THF). Conditions: time 1 hour. Yields the product C(C=C)C1(C[C@H]2N(C(OC2)(C)C)C1=O)CC=C ((R)-6,6-diallyl-3,3-dimethyltetrahydropyrrolo[1,2-c]oxazol-5(3H)-one). Isolated yield 85.6%. RXN SMILES: [CH3:1][C:2]1([CH3:11])[N:6]2[C:7](=[O:10])[CH2:8][CH2:9][C@@H:5]2[CH2:4][O:3]1.[CH:12]([N-]C(C)C)([CH3:14])[CH3:13].[Li+].[CH2:20](Br)[CH:21]=[CH2:22]>C1COCC1>[CH2:14]([C:8]1([CH2:22][CH:21]=[CH2:20])[C:7](=[O:10])[N:6]2[C:2]([CH3:11])([CH3:1])[O:3][CH2:4][C@H:5]2[CH2:9]1)[CH:12]=[CH2:13] |f:1.2|. Procedure details: To a solution of (R)-3,3-dimethyltetrahydropyrrolo[1,2-c]oxazol-5(3H)-one (2.55 g, 16.43 mmol) in THF (54.8 ml) cooled to −78° C., was added lithium diisopropylamide (14.79 ml, 29.6 mmol) solution. The solution was stirred at this temperature for 1 h before adding allyl bromide (2.133 ml, 24.65 mmol). The reaction mixture was warmed to rt (1 h) then cooled to −78° C. prior addition of lithium diisopropylamide (14.79 ml, 29.6 mmol). The mixture was stirred at −78° C. for 1 h before adding allyl b... Starting materials: CC(C)(C#N)c1ccc(-c2cc(C(N)=O)c([N+](=O)[O-])s2)cn1, Cl[Fe](Cl)Cl, NN, O. The product is CC(C)(C#N)c1ccc(-c2cc(C(N)=O)c(N)s2)cn1. RXN SMILES: [C:1](#[N:2])[C:3]([CH3:4])([CH3:5])[c:6]1[cH:7][cH:8][c:9](-[c:12]2[cH:13][c:14]([C:20](=[O:21])[NH2:22])[c:15]([N+:17]([O-:18])=[O:19])[s:16]2)[cH:10][n:11]1.[Cl:26][Fe:27]([Cl:28])[Cl:29].[NH2:24][NH2:25].[OH2:23]>>[C:1](#[N:2])[C:3]([CH3:4])([CH3:5])[c:6]1[cH:7][cH:8][c:9](-[c:12]2[cH:13][c:14]([C:20](=[O:21])[NH2:22])[c:15]([NH2:17])[s:16]2)[cH:10][n:11]1. Starting materials: BrC=1C=CC(=NC1)C#CC1=C(C=C(CN2CC(C2)C(=O)OC)C=C1)F (Methyl 1-(4-(2-(5-bromopyridin-2-yl)ethynyl)-3-fluorobenzyl)azetidine-3-carboxylate), [Br-].C(C1=CC=CC=C1)[Zn+] (benzylzinc(II) bromide), [Br-].C(C1=CC=CC=C1)[Zn+] (benzylzinc(II) bromide), PdCl2(P(t-Bu)2Ph)2, [Br-].C(C1=CC=CC=C1)[Zn+] (Benzylzinc(II) bromide). Solvent: C1CCOC1 (THF). Conditions: temperature 25 celsius, time 1 hour. Product: C(C1=CC=CC=C1)C=1C=CC(=NC1)C#CC1=C(C=C(CN2CC(C2)C(=O)OCC2=CC=CC=C2)C=C1)F (Benzyl 1-(4-(2-(5-benzylpyridin-2-yl)ethynyl)-3-fluorobenzyl)azetidine-3-carboxylate). As a reaction SMILES: Br[C:2]1[CH:3]=[CH:4][C:5]([C:8]#[C:9][C:10]2[CH:24]=[CH:23][C:13]([CH2:14][N:15]3[CH2:18][CH:17]([C:19]([O:21][CH3:22])=[O:20])[CH2:16]3)=[CH:12][C:11]=2[F:25])=[N:6][CH:7]=1.[Br-].[CH2:27]([Zn+])[C:28]1[CH:33]=[CH:32][CH:31]=[CH:30][CH:29]=1>C1COCC1>[CH2:27]([C:2]1[CH:3]=[CH:4][C:5]([C:8]#[C:9][C:10]2[CH:24]=[CH:23][C:13]([CH2:14][N:15]3[CH2:18][CH:17]([C:19]([O:21][CH2:22][C:10]4[CH:24]=[CH:23][CH:13]=[CH:12][CH:11]=4)=[O:20])[CH2:16]3)=[CH:12][C:11]=2[F:25])=[N:6][CH:7]=1)[C:28]1[CH:33]=[CH:32][CH:31]=[CH:30][CH:29]=1 |f:1.2|. Reported procedure: Methyl 1-(4-(2-(5-bromopyridin-2-yl)ethynyl)-3-fluorobenzyl)azetidine-3-carboxylate (340.0 mg, 843 μmol), PdCl2(P(t-Bu)2Ph)2 (37 mg, 59 μmol), and THF (4.0 mL) were combined under an argon atmosphere. Benzylzinc(II) bromide (0.5M in THF; 1.92 mL, 961 μmol) was added via syringe, and the resulting solution was stirred at 25° C. for 1 h. Additional benzylzinc(II) bromide (0.5M in THF; 1.92 mL) was then added, and the resulting solution was stirred for 1 h at 25° C. A third portion of benzylzinc(II... Product: O=CC1=C(c2ccc(NC(=O)c3c(F)cccc3F)cc2)CCCC1. Reactants: ClCCl, O=C(Nc1ccc(C2=C(CO)CCCC2)cc1)c1c(F)cccc1F. Reaction SMILES: [Cl:26][CH2:27][Cl:28].[OH:1][CH2:2][C:3]1=[C:4]([c:9]2[cH:10][cH:11][c:12]([NH:15][C:16]([c:17]3[c:18]([F:24])[cH:19][cH:20][cH:21][c:22]3[F:23])=[O:25])[cH:13][cH:14]2)[CH2:5][CH2:6][CH2:7][CH2:8]1>>[O:1]=[CH:2][C:3]1=[C:4]([c:9]2[cH:10][cH:11][c:12]([NH:15][C:16]([c:17]3[c:18]([F:24])[cH:19][cH:20][cH:21][c:22]3[F:23])=[O:25])[cH:13][cH:14]2)[CH2:5][CH2:6][CH2:7][CH2:8]1. Reactants: BrCc1ccccc1, O=C([O-])[O-], CC(C)=O, [Cs+], [Cs+], COC(=O)c1ccc([N+](=O)[O-])c(O)c1. Yields the product COC(=O)c1ccc([N+](=O)[O-])c(OCc2ccccc2)c1. RXN SMILES: [Br:21][CH2:22][c:23]1[cH:24][cH:25][cH:26][cH:27][cH:28]1.[C:15](=[O:16])([O-:17])[O-:18].[CH3:29][C:30](=[O:31])[CH3:32].[Cs+:19].[Cs+:20].[OH:1][c:2]1[cH:3][c:4]([C:5](=[O:6])[O:7][CH3:8])[cH:9][cH:10][c:11]1[N+:12](=[O:13])[O-:14]>>[O:1]([c:2]1[cH:3][c:4]([C:5](=[O:6])[O:7][CH3:8])[cH:9][cH:10][c:11]1[N+:12](=[O:13])[O-:14])[CH2:22][c:23]1[cH:24][cH:25][cH:26][cH:27][cH:28]1. Reactants: C[O-].[Na+] (sodium methanolate), C(C)(=O)OCC1OC(C(C(C1OC(C)=O)OC(C)=O)OC(C)=O)OC1=C(SC=C1)C(NCC1=CC=CC=C1)=O (3,4,5-triacetoxy-6-(2-benzylcarbamoyl-thiophen-3-yloxy)-tetrahydro-pyran-2-ylmethyl acetate), Cl (HCl). Solvent: CO (methanol). Conditions: temperature 22 celsius, time 2 hour. Product: OC1=C(SC=C1)C(=O)O (3-Hydroxy-thiophene-2-carboxylic acid). RXN SMILES: C(OCC1C(OC(=O)C)C(OC(=O)C)C(OC(=O)C)C([O:24][C:25]2[CH:29]=[CH:28][S:27][C:26]=2[C:30](=[O:39])NCC2C=CC=CC=2)O1)(=O)C.C[O-:41].[Na+].Cl>CO>[OH:24][C:25]1[CH:29]=[CH:28][S:27][C:26]=1[C:30]([OH:39])=[O:41] |f:1.2|. Reported procedure: 600 mg of 3,4,5-triacetoxy-6-(2-benzylcarbamoyl-thiophen-3-yloxy)-tetrahydro-pyran-2-ylmethyl acetate were dissolved in 40 ml of methanol, and 1.40 ml of a 30% strength methanolic sodium methanolate solution were added. The reaction mixture was stirred at 22° C. for 2 h, neutralized with 0.5 molar methanolic HCl solution and concentrated. The crude product was purified by column chromatography (SiO2, ethyl acetate/methanol=10:1). Starting materials: BrC1=CC=CC2=C1SC=C2 (7-bromo-benzo[b]thiophene), C1CCOC1 (THF), ClC1=NC=CC(=C1)B1OC(C(O1)(C)C)(C)C (2-chloro-4-(4,4,5,5-tetramethyl-[1,3,2]dioxaborolan-2-yl)-pyridine), C([O-])([O-])=O.[Na+].[Na+] (sodium carbonate). The reagents and catalysts are C(C)(C)(C)P(C1=C(C=CC=C1)C1=CC=CC=C1)C(C)(C)C (2-(di-tert-butylphosphino)biphenyl), C1=CC=C(C=C1)P([C-]2C=CC=C2)C3=CC=CC=C3.C1=CC=C(C=C1)P([C-]2C=CC=C2)C3=CC=CC=C3.Cl[Pd]Cl.[Fe+2] (Pd(dppf)Cl2). The solvent is C(Cl)(Cl)Cl.C(C)(C)O (chloroform isopropyl alcohol). Run at temperature 100 celsius. Product: S1C2=C(C=C1)C=CC=C2C2=CC(=NC=C2)Cl (4-Benzo[b]thiophen-7-yl-2-chloro-pyridine). Yield: 66.3%. Reaction SMILES: Br[C:2]1[C:7]2[S:8][CH:9]=[CH:10][C:6]=2[CH:5]=[CH:4][CH:3]=1.[Cl:11][C:12]1[CH:17]=[C:16](B2OC(C)(C)C(C)(C)O2)[CH:15]=[CH:14][N:13]=1.C(=O)([O-])[O-].[Na+].[Na+].C1COCC1>C(Cl)(Cl)Cl.C(O)(C)C.C1C=CC(P(C2C=CC=CC=2)[C-]2C=CC=C2)=CC=1.C1C=CC(P(C2C=CC=CC=2)[C-]2C=CC=C2)=CC=1.Cl[Pd]Cl.[Fe+2].C(P(C(C)(C)C)C1C=CC=CC=1C1C=CC=CC=1)(C)(C)C>[S:8]1[CH:9]=[CH:10][C:6]2[CH:5]=[CH:4][CH:3]=[C:2]([C:16]3[CH:15]=[CH:14][N:13]=[C:12]([Cl:11])[CH:17]=3)[C:7]1=2 |f:2.3.4,6.7,8.9.10.11|. Procedure details: In a flask, combine 7-bromo-benzo[b]thiophene (1.7 g, 12 mmol), 2-chloro-4-(4,4,5,5-tetramethyl-[1,3,2]dioxaborolan-2-yl)-pyridine (1.6 g, 7 mmol), Pd(dppf)Cl2 (285 mg, 0.3 mmol), 2-(di-tert-butylphosphino)biphenyl (63 mg, 0.2 mmol), sodium carbonate (2 M, 8 mL, 16 mmol) and THF (20 mL). Heat the mixture at 100° C. for 3 h. Dilute the mixture with chloroform/IPA (3/1). Wash the solution with aqueous saturated sodium chloride. Dry over sodium sulfate. Concentrate the solution in vacuo to a dark r...